This data is from the Open Reaction Database (ORD), a public repository of structured organic reaction records. The task is: describe an organic reaction: reactants, conditions, products, and yield Starting materials: BrC(C(=O)C1=C(C=C(C=C1)F)F)C=1C=CC=2N(N1)C(=NN2)C(C)C (2-bromo-1-(2,4-difluorophenyl)-2-(3-isopropyl-[1,2,4]triazolo[4,3-b]pyridazin-6-yl)ethanone), C(C)(C)N1CCN(CC1)C(N)=S (4-isopropylpiperazine-1-carbothioamide). The solvent is CCO (EtOH). Run at temperature 40 celsius, time 2.5 hour. Yields the product FC1=C(C=CC(=C1)F)C=1N=C(SC1C=1C=CC=2N(N1)C(=NN2)C(C)C)N2CCN(CC2)C(C)C (4-(2,4-Difluorophenyl)-5-(3-isopropyl-[1,2,4]triazolo[4,3-b]pyridazin-6-yl)-2-(4-isopropylpiperazin-1-yl)thiazole). Isolated yield 62.8%. As a reaction SMILES: Br[CH:2]([C:13]1[CH:14]=[CH:15][C:16]2[N:17]([C:19]([CH:22]([CH3:24])[CH3:23])=[N:20][N:21]=2)[N:18]=1)[C:3]([C:5]1[CH:10]=[CH:9][C:8]([F:11])=[CH:7][C:6]=1[F:12])=O.[CH:25]([N:28]1[CH2:33][CH2:32][N:31]([C:34](=[S:36])[NH2:35])[CH2:30][CH2:29]1)([CH3:27])[CH3:26]>CCO>[F:12][C:6]1[CH:7]=[C:8]([F:11])[CH:9]=[CH:10][C:5]=1[C:3]1[N:35]=[C:34]([N:31]2[CH2:32][CH2:33][N:28]([CH:25]([CH3:27])[CH3:26])[CH2:29][CH2:30]2)[S:36][C:2]=1[C:13]1[CH:14]=[CH:15][C:16]2[N:17]([C:19]([CH:22]([CH3:24])[CH3:23])=[N:20][N:21]=2)[N:18]=1. Procedure details: To a solution of 2-bromo-1-(2,4-difluorophenyl)-2-(3-isopropyl-[1,2,4]triazolo[4,3-b]pyridazin-6-yl)ethanone (0.49 g, 1.24 mmol, Preparation #A.2) in EtOH (10 μL) was added 4-isopropylpiperazine-1-carbothioamide (0.21 g, 1.12 mmol, Preparation #AO.1.1). The reaction mixture was stirred at about 40° C. for about 2.5 h. The reaction mixture was cooled to ambient temperature and the solvent was removed under reduced pressure. DCM (35 mL) and water (20 mL) were added. The layers were partitioned and... Reactants: CC1=CC=C(C=C1)P(C2=CC=C(C=C2)C)C3=C(C4=CC=CC=C4C=C3)C5=C(C=CC6=CC=CC=C65)P(C7=CC=C(C=C7)C)C8=CC=C(C=C8)C ((S)-p-tol-BINAP), C(C1=CC=CC=C1)C1=CC(CC1)=O (3-benzylcyclopentenone), CCCCC (pentane). The solvent is C(C)OCC (diethyl ether). Product: C(C1=CC=CC=C1)C1CC(CC1)=O (3-Benzylcyclopentanone). Yield: 795.3%. RXN SMILES: CC1C=CC(P(C2C=CC3C(=CC=CC=3)C=2C2C3C(=CC=CC=3)C=CC=2P(C2C=CC(C)=CC=2)C2C=CC(C)=CC=2)C2C=CC(C)=CC=2)=CC=1.[CH2:51]([C:58]1[CH2:62][CH2:61][C:60](=[O:63])[CH:59]=1)[C:52]1[CH:57]=[CH:56][CH:55]=[CH:54][CH:53]=1.CCCCC>C(OCC)C>[CH2:51]([CH:58]1[CH2:62][CH2:61][C:60](=[O:63])[CH2:59]1)[C:52]1[CH:57]=[CH:56][CH:55]=[CH:54][CH:53]=1. Procedure: General procedure B using (S)-p-tol-BINAP and 3-benzylcyclopentenone (0.11 g, 0.7 mmol) gave, after 24 h at 0° C. and flash chromatography (6:1 pentane:diethyl ether), the title compound as a clear liquid (0.97 g, 85% yield). Spectroscopic data were consistent with previously reported data for this compound.12 [α]D25° C.−96° (c 1.3, CHCl3). Chiral HPLC analysis (Chiracel OD column) indicated that the title compound was obtained in 96% ee. Starting materials: C#CCO, COC(=O)c1ccc(NCc2ccc(Br)cc2)cc1O, ClCCl, Cl, [Cu]I, N#N. Product: COC(=O)c1ccc(NCc2ccc(C#CCO)cc2)cc1O. As a reaction SMILES: [CH2:21]([C:22]#[CH:23])[OH:24].[CH3:1][O:2][C:3]([c:4]1[c:5]([OH:19])[cH:6][c:7]([NH:10][CH2:11][c:12]2[cH:13][cH:14][c:15]([Br:18])[cH:16][cH:17]2)[cH:8][cH:9]1)=[O:20].[Cl:25][CH2:26][Cl:27].[ClH:28].[Cu:31][I:32].[N:29]#[N:30]>>[CH3:1][O:2][C:3]([c:4]1[c:5]([OH:19])[cH:6][c:7]([NH:10][CH2:11][c:12]2[cH:13][cH:14][c:15]([C:23]#[C:22][CH2:21][OH:24])[cH:16][cH:17]2)[cH:8][cH:9]1)=[O:20]. Reactants: C1(=CC=CC=C1)O (phenol), CC=1OCC(N1)(C)C (2,4,4-trimethyloxazoline). The solvent is C(C)(=O)OCC (ethyl acetate). Run at temperature 220 celsius. The product is CC(COC1=CC=CC=C1)(C)NC(C)=O (N-(1,1-dimethyl-2-phenoxyethyl)acetamide). Reaction SMILES: [C:1]1([OH:7])[CH:6]=[CH:5][CH:4]=[CH:3][CH:2]=1.[CH3:8][C:9]1[O:10][CH2:11][C:12]([CH3:15])([CH3:14])[N:13]=1>C(OCC)(=O)C>[CH3:11][C:12]([NH:13][C:9](=[O:10])[CH3:8])([CH3:15])[CH2:14][O:7][C:1]1[CH:6]=[CH:5][CH:4]=[CH:3][CH:2]=1. Procedure details: A mixture of phenol (33.2 g) and 2,4,4-trimethyloxazoline (18.1 g) was heated in a stirred pressure vessel at 220° C. for 48 hours. The oil obtained on cooling was dissolved in ethyl acetate, washed with 5M sodium hydroxide solution, water, brine, then dried and evaporated to give an oil which was distilled under high vacuum to give N-(1,1-dimethyl-2-phenoxyethyl)acetamide, b.p. 115-122° C. at 0.67 mbar. The reactants are C[Zn]C (dimethylzinc), ClC1=NC=CC(=C1)C#CC=1C=NN2C1N=C(C=C2C(F)(F)F)C2=CC=C(C=C2)C(F)(F)F (3-(2-chloro-pyridin-4-ylethynyl)-7-trifluoromethyl-5-(4-trifluoromethyl-phenyl)-pyrazolo[1,5-a]pyrimidine), CCOC(=O)C (EtOAc). The reagents and catalysts are C=1C=CC(=CC1)[P](C=2C=CC=CC2)(C=3C=CC=CC3)[Pd]([P](C=4C=CC=CC4)(C=5C=CC=CC5)C=6C=CC=CC6)([P](C=7C=CC=CC7)(C=8C=CC=CC8)C=9C=CC=CC9)[P](C=1C=CC=CC1)(C=1C=CC=CC1)C=1C=CC=CC1 (Pd(PPh3)4). The solvent is C(=O)(O)[O-].[Na+] (NaHCO3), C1CCOC1 (THF). Yields the product CC1=NC=CC(=C1)C#CC=1C=NN2C1N=C(C=C2C(F)(F)F)C2=CC=C(C=C2)C(F)(F)F (3-(2-methyl-pyridin-4-ylethynyl)-7-trifluoromethyl-5-(4-trifluoromethyl-phenyl)-pyrazolo[1,5-a]pyrimidine). Isolated yield 26.0%. RXN SMILES: C[Zn]C.Cl[C:5]1[CH:10]=[C:9]([C:11]#[C:12][C:13]2[CH:14]=[N:15][N:16]3[C:21]([C:22]([F:25])([F:24])[F:23])=[CH:20][C:19]([C:26]4[CH:31]=[CH:30][C:29]([C:32]([F:35])([F:34])[F:33])=[CH:28][CH:27]=4)=[N:18][C:17]=23)[CH:8]=[CH:7][N:6]=1.[CH3:36]COC(C)=O>C1COCC1.C([O-])(O)=O.[Na+].C1C=CC([P]([Pd]([P](C2C=CC=CC=2)(C2C=CC=CC=2)C2C=CC=CC=2)([P](C2C=CC=CC=2)(C2C=CC=CC=2)C2C=CC=CC=2)[P](C2C=CC=CC=2)(C2C=CC=CC=2)C2C=CC=CC=2)(C2C=CC=CC=2)C2C=CC=CC=2)=CC=1>[CH3:36][C:5]1[CH:10]=[C:9]([C:11]#[C:12][C:13]2[CH:14]=[N:15][N:16]3[C:21]([C:22]([F:25])([F:24])[F:23])=[CH:20][C:19]([C:26]4[CH:31]=[CH:30][C:29]([C:32]([F:35])([F:34])[F:33])=[CH:28][CH:27]=4)=[N:18][C:17]=23)[CH:8]=[CH:7][N:6]=1 |f:4.5,^1:55,57,76,95|. Reported procedure: The title compound was prepared from 3-ethynyl-7-trifluoromethyl-5-(4-trifluoromethyl-phenyl)-pyrazolo[1,5-a]pyrimidine (example C.1) (710 mg, 2.0 mmol) and 2-chloro-4-iodopyridine [CAS 153034-86-7; commercially available] (479 mg, 2.0 mmol) according to general procedure II to produce the intermediate 3-(2-chloro-pyridin-4-ylethynyl)-7-trifluoromethyl-5-(4-trifluoromethyl-phenyl)-pyrazolo[1,5-a]pyrimidine (569 mg, 61%) as a yellow solid. MS (ISP) 467 [(M+H)+] and 469 [(M+2+H)+]; mp 200° C. This... Starting materials: C(C)(C)(C)OC(NC1=C(C=C(C(=C1)N(C)C(C)C)C(F)(F)F)N)=O ([2-amino-5-(isoproyl-methyl-amino)-4-trifluoromethyl-phenyl]-carbamic acid tert-butyl ester), C(C)(C)(C)OC(CC(=O)C1=CC(=NC=C1)C#N)=O (3-(2-cyano-pyridin-4-yl)-3-oxo-propionic acid tert-butyl ester). Product: C(C)(C)(C)OC(NC1=C(C=C(C(=C1)N(C)C(C)C)C(F)(F)F)NC(CC(=O)C1=CC(=NC=C1)C#N)=O)=O ([2-[3-(2-Cyano-pyridin-4-yl)-3-oxo-propionylamino]-5-(isopropyl-methyl-amino)-4-trifluoromethyl-phenyl]-carbamic acid tert-butyl ester), oil. Yield: 90.0%. RXN SMILES: [C:1]([O:5][C:6](=[O:24])[NH:7][C:8]1[CH:13]=[C:12]([N:14]([CH:16]([CH3:18])[CH3:17])[CH3:15])[C:11]([C:19]([F:22])([F:21])[F:20])=[CH:10][C:9]=1[NH2:23])([CH3:4])([CH3:3])[CH3:2].C([O:29][C:30](=O)[CH2:31][C:32]([C:34]1[CH:39]=[CH:38][N:37]=[C:36]([C:40]#[N:41])[CH:35]=1)=[O:33])(C)(C)C>>[C:1]([O:5][C:6](=[O:24])[NH:7][C:8]1[CH:13]=[C:12]([N:14]([CH:16]([CH3:17])[CH3:18])[CH3:15])[C:11]([C:19]([F:22])([F:21])[F:20])=[CH:10][C:9]=1[NH:23][C:30](=[O:29])[CH2:31][C:32]([C:34]1[CH:39]=[CH:38][N:37]=[C:36]([C:40]#[N:41])[CH:35]=1)=[O:33])([CH3:3])([CH3:4])[CH3:2]. Procedure: The title compound was prepared from [2-amino-5-(isoproyl-methyl-amino)-4-trifluoromethyl-phenyl]-carbamic acid tert-butyl ester (Example J37) (500 mg, 1.44 mmol) and 3-(2-cyano-pyridin-4-yl)-3-oxo-propionic acid tert-butyl ester (Example K3) (355 mg, 1.44 mmol) according to the general procedure M. Obtained as a light orange oil (670 mg, 90%).